This data is from the Open Reaction Database (ORD), a public repository of structured organic reaction records. The task is: describe an organic reaction: reactants, conditions, products, and yield Starting materials: Cl (HCl), C(C)(C)NC(C)C (diisopropylamine), CCCCCC (hexane), C(C)(C)OC(=O)C1CCCCC1 (cyclohexanecarboxylic acid isopropyl ester), ice water, BrCC(CC)CC (1-bromo-2-ethylbutane). Run in C1CCOC1 (THF), C(C)(=O)OCC (ethyl acetate), C1CCOC1 (THF), C1CCOC1 (THF). Run at temperature -65 celsius, time 20 minute. The product is C(C)(C)OC(=O)C1(CCCCC1)CC(CC)CC (1-(2-ethyl-butyl)-cyclohexanecarboxylic acid isopropyl ester). Yield: 80.8%. As a reaction SMILES: C(NC(C)C)(C)C.CCCCCC.[CH:14]([O:17][C:18]([CH:20]1[CH2:25][CH2:24][CH2:23][CH2:22][CH2:21]1)=[O:19])([CH3:16])[CH3:15].Br[CH2:27][CH:28]([CH2:31][CH3:32])[CH2:29][CH3:30].Cl>C1COCC1.C(OCC)(=O)C>[CH:14]([O:17][C:18]([C:20]1([CH2:27][CH:28]([CH2:31][CH3:32])[CH2:29][CH3:30])[CH2:25][CH2:24][CH2:23][CH2:22][CH2:21]1)=[O:19])([CH3:16])[CH3:15]. Procedure details: To a solution of diisopropylamine (1.90 g, 18.75 mmol) in THF (9 mL) 1.6 M n-BuLi in hexane (10.6 mL, 16.9 mmol) was added with stirring over 20 min at −65° C. The suspension was warmed up to −40° C. and then added via a teflon tube over 20 min to a stirred solution of cyclohexanecarboxylic acid isopropyl ester (2.393 g, 14.1 mmol) in THF (20 mL) at −65° C. The resulting solution was stirred 0.5 h at −65° C., then 1-bromo-2-ethylbutane (3.249 g, 19.68 mmol) in THF (10 mL) was added at −65° C. ov... The reactants are O=C1NC2=CC=CC=C2CN1C1CCN(CC1)C(=O)N[C@@H](C(=O)O)CC=1C=C2C=NN(C2=CC1)S(=O)(=O)CC[Si](C)(C)C ((R)-2-{[4-(2-oxo-1,4-dihydro-2H-quinazolin-3-yl)-piperidine-1-carbonyl]-amino}-3-[1-(2-trimethylsilanyl-ethanesulfonyl)-1H-indazol-5-yl]-propionic acid), COC([C@@H](CC1=CC2=C(N(C(=N2)C)S(=O)(=O)CC[Si](C)(C)C)C=C1)NC(=O)N1CCC(CC1)N1C(NC2=CC=CC=C2C1)=O)=O ((R)-3-[2-Methyl-1-(2-trimethylsilanyl-ethanesulfonyl)-1H-benzoimidazol-5-yl]-2-{[4-(2-oxo-1,4-dihydro-2H-quinazolin-3-yl)-piperidine-1-carbonyl]-amino}-propionic acid methyl ester), COC([C@@H](CC1=CC2=C(N=C(N2S(=O)(=O)CC[Si](C)(C)C)C)C=C1)NC(=O)N1CCC(CC1)N1C(NC2=CC=CC=C2C1)=O)=O ((R)-3-[2-Methyl-3-(2-trimethylsilanyl-ethanesulfonyl)-3H-benzoimidazol-5-yl]-2-{[4-(2-oxo-1,4-dihydro-2H-quinazolin-3-yl)-piperidine-1-carbonyl]-amino}-propionic acid methyl ester), [OH-].[Li+].CO.O1CCCC1.O (lithium hydroxide methanol tetrahydrofuran water). The product is CC1=NC2=C(N1)C=CC(=C2)C[C@H](C(=O)O)NC(=O)N2CCC(CC2)N2C(NC1=CC=CC=C1C2)=O ((R)-3-(2-Methyl-1H-benzoimidazol-5-yl)-2-{[4-(2-oxo-1,4-dihydro-2H-quinazolin-3-yl)-piperidine-1-carbonyl]-amino}-propionic acid), solid. Isolated yield 25.0%. RXN SMILES: C[O:2][C:3](=[O:45])[C@H:4]([NH:25][C:26]([N:28]1[CH2:33][CH2:32][CH:31]([N:34]2[CH2:43][C:42]3[C:37](=[CH:38][CH:39]=[CH:40][CH:41]=3)[NH:36][C:35]2=[O:44])[CH2:30][CH2:29]1)=[O:27])[CH2:5][C:6]1[CH:24]=[CH:23][C:9]2[N:10](S(CC[Si](C)(C)C)(=O)=O)[C:11]([CH3:13])=[N:12][C:8]=2[CH:7]=1.COC(=O)[C@H](NC(N1CCC(N2CC3C(=CC=CC=3)NC2=O)CC1)=O)CC1C=CC2N=C(C)N(S(CC[Si](C)(C)C)(=O)=O)C=2C=1.O=C1N(C2CCN(C(N[C@H](CC3C=C4C(=CC=3)N(S(CC[Si](C)(C)C)(=O)=O)N=C4)C(O)=O)=O)CC2)CC2C(=CC=CC=2)N1.[OH-].[Li+].CO.O1CCCC1.O>>[CH3:13][C:11]1[NH:10][C:9]2[CH:23]=[CH:24][C:6]([CH2:5][C@@H:4]([NH:25][C:26]([N:28]3[CH2:29][CH2:30][CH:31]([N:34]4[CH2:43][C:42]5[C:37](=[CH:38][CH:39]=[CH:40][CH:41]=5)[NH:36][C:35]4=[O:44])[CH2:32][CH2:33]3)=[O:27])[C:3]([OH:45])=[O:2])=[CH:7][C:8]=2[N:12]=1 |f:3.4.5.6.7|. Procedure details: The 1:1 mixture of (R)-3-[2-Methyl-1-(2-trimethylsilanyl-ethanesulfonyl)-1H-benzoimidazol-5-yl]-2-{[4-(2-oxo-1,4-dihydro-2H-quinazolin-3-yl)-piperidine-1-carbonyl]-amino}-propionic acid methyl ester and (R)-3-[2-Methyl-3-(2-trimethylsilanyl-ethanesulfonyl)-3H-benzoimidazol-5-yl]-2-{[4-(2-oxo-1,4-dihydro-2H-quinazolin-3-yl)-piperidine-1-carbonyl]-amino}-propionic acid methyl ester was treated as described above for (R)-2-{[4-(2-oxo-1,4-dihydro-2H-quinazolin-3-yl)-piperidine-1-carbonyl]-amino}-3-[... The reactants are IC1=CC=C(C=C1)C(=O)N=C=S (4-iodo-1-benzenecarbonyl isothiocyanate), IC1=CC=C(C=C1)C(=O)Cl (4-iodo-1-benzenecarbonyl chloride), COC=1C=C2C(=CC=NC2=CC1OC)OC1=CC(=C(N)C=C1)F (4-[(6,7-Dimethoxy-4-quinolyl)oxy]-2-fluoroaniline). Run in C(C)O (ethanol), C(C)O (ethanol), C1(=CC=CC=C1)C (toluene). Conditions: time 2 hour. Yields the product IC1=CC=C(C=C1)C(=O)N=C=S (4-Iodo-1-benzenecarbonyl isothiocyanate), COC=1C=C2C(=CC=NC2=CC1OC)OC1=CC(=C(C=C1)NC(=S)NC(C1=CC=C(C=C1)I)=O)F (N-{4-[(6,7-Dimethoxy-4-quinolyl)oxy]-2-fluorophenyl}-N′-(4-iodobenzoyl)thiourea). The yield is 96.0%. RXN SMILES: IC1C=CC(C(Cl)=O)=CC=1.[CH3:11][O:12][C:13]1[CH:14]=[C:15]2[C:20](=[CH:21][C:22]=1[O:23][CH3:24])[N:19]=[CH:18][CH:17]=[C:16]2[O:25][C:26]1[CH:32]=[CH:31][C:29]([NH2:30])=[C:28]([F:33])[CH:27]=1.[I:34][C:35]1[CH:40]=[CH:39][C:38]([C:41]([N:43]=[C:44]=[S:45])=[O:42])=[CH:37][CH:36]=1>C1(C)C=CC=CC=1.C(O)C>[I:34][C:35]1[CH:36]=[CH:37][C:38]([C:41]([N:43]=[C:44]=[S:45])=[O:42])=[CH:39][CH:40]=1.[CH3:11][O:12][C:13]1[CH:14]=[C:15]2[C:20](=[CH:21][C:22]=1[O:23][CH3:24])[N:19]=[CH:18][CH:17]=[C:16]2[O:25][C:26]1[CH:32]=[CH:31][C:29]([NH:30][C:44]([NH:43][C:41](=[O:42])[C:38]2[CH:39]=[CH:40][C:35]([I:34])=[CH:36][CH:37]=2)=[S:45])=[C:28]([F:33])[CH:27]=1. Procedure: 4-Iodo-1-benzenecarbonyl isothiocyanate was prepared using commercially available 4-iodo-1-benzenecarbonyl chloride (80 mg) as a starting compound according to the description of the literature. 4-[(6,7-Dimethoxy-4-quinolyl)oxy]-2-fluoroaniline (50 mg) was dissolved in toluene (5 ml) and ethanol (1 ml) to prepare a solution. A solution of 4-iodo-1-benzenecarbonyl isothiocyanate in ethanol (1 ml) was then added to the solution, and the mixture was stirred at room temperature for 2 hr. The reactio... Starting materials: solution, C(C1=CC=CC=C1)[Mg]Cl (benzylmagnesium chloride), ClC=1C=C2C(C(NC2=CC1)=O)=O (5-chloroisatin), saturated solution, [Cl-].[NH4+] (ammonium chloride). The solvent is CCOCC (ether), C1CCOC1 (THF). Run at time 3 hour. Yields the product C(C1=CC=CC=C1)C1(C(NC2=CC=C(C=C12)Cl)=O)O (3-Benzyl-5-chloro-1,3-dihydro-3-hydroxyindol-2-one). RXN SMILES: [Cl:1][C:2]1[CH:3]=[C:4]2[C:8](=[CH:9][CH:10]=1)[NH:7][C:6](=[O:11])[C:5]2=[O:12].[CH2:13]([Mg]Cl)[C:14]1[CH:19]=[CH:18][CH:17]=[CH:16][CH:15]=1.[Cl-].[NH4+]>C1COCC1.CCOCC>[CH2:13]([C:5]1([OH:12])[C:4]2[C:8](=[CH:9][CH:10]=[C:2]([Cl:1])[CH:3]=2)[NH:7][C:6]1=[O:11])[C:14]1[CH:19]=[CH:18][CH:17]=[CH:16][CH:15]=1 |f:2.3|. Procedure details: A suspension of 10 g of 5-chloroisatin in 150 ml of THF is cooled to +4° C., 220 ml of a 1M solution of benzylmagnesium chloride in ether are added dropwise and the mixture is stirred for 3 hours at RT. 500 ml of a saturated solution of ammonium chloride are added and the solvents are concentrated under vacuum. The aqueous phase is extracted with AcOEt, the organic phase is washed with a saturated solution of NaCl and with water and dried over sodium sulfate and the solvent is evaporated off und...